From a dataset of the Open Reaction Database (ORD), a public repository of structured organic reaction records. describe an organic reaction: reactants, conditions, products, and yield The reactants are [H-].[Na+] (sodium hydride), BrC1=C(C=C(C=C1Cl)O)Cl (4-bromo-3,5-dichlorophenol), CS(=O)(=O)OCCOC1=CC2=CC=CC=C2C=C1 (2-(2-naphthalenyloxy)ethyl methanesulfonate). Run in CN(C=O)C (dimethylformamide). Run at temperature 60 celsius, time 30 minute. Yields the product BrC1=C(C=C(OCCOC2=CC3=CC=CC=C3C=C2)C=C1Cl)Cl (2-[2-(4-bromo-3,5-dichlorophenoxy)ethoxy]naphthalene). The yield is 101.9%. As a reaction SMILES: [Br:1][C:2]1[C:7]([Cl:8])=[CH:6][C:5]([OH:9])=[CH:4][C:3]=1[Cl:10].[H-].[Na+].CS(O[CH2:18][CH2:19][O:20][C:21]1[CH:30]=[CH:29][C:28]2[C:23](=[CH:24][CH:25]=[CH:26][CH:27]=2)[CH:22]=1)(=O)=O>CN(C)C=O>[Br:1][C:2]1[C:7]([Cl:8])=[CH:6][C:5]([O:9][CH2:18][CH2:19][O:20][C:21]2[CH:30]=[CH:29][C:28]3[C:23](=[CH:24][CH:25]=[CH:26][CH:27]=3)[CH:22]=2)=[CH:4][C:3]=1[Cl:10] |f:1.2|. Procedure details: A stirred mixture of 4-bromo-3,5-dichlorophenol (1.9 g) in dimethylformamide (20 mL) under argon was treated with 55% sodium hydride (0.345 g), stirred for 30 minutes and treated with 2-(2-naphthalenyloxy)ethyl methanesulfonate (2.1 g). The mixture was heated at 60° C. overnight and evaporated to dryness. The residue was mixed with water and excess sodium hydroxide solution, the product was extracted twice with dichloromethane, and the organic layers were washed with water. The combined organic ... Reactants: CC(=O)[O-], CS(C)=O, NS(=O)(=O)c1c(Cl)ccc([N+](=O)[O-])c1Cl, Cl, [K+], C1COCCOCCOCCOCCOCCO1. Yields the product CC(=O)c1c([N+](=O)[O-])ccc(Cl)c1S(N)(=O)=O. RXN SMILES: [CH3:17][C:18]([O-:19])=[O:20].[CH3:40][S:41](=[O:42])[CH3:43].[Cl:1][c:2]1[c:3]([S:12](=[O:13])(=[O:14])[NH2:15])[c:4]([Cl:11])[cH:5][cH:6][c:7]1[N+:8](=[O:9])[O-:10].[ClH:39].[K+:16].[O:21]1[CH2:22][CH2:23][O:24][CH2:25][CH2:26][O:27][CH2:28][CH2:29][O:30][CH2:31][CH2:32][O:33][CH2:34][CH2:35][O:36][CH2:37][CH2:38]1>>[c:2]1([C:18]([CH3:17])=[O:19])[c:3]([S:12](=[O:13])(=[O:14])[NH2:15])[c:4]([Cl:11])[cH:5][cH:6][c:7]1[N+:8](=[O:9])[O-:10]. The product is CCOC(=O)C(C)(C)Oc1cccc(OCC(C2CCCCC2)n2c(-c3ccc(Cl)cc3)nc3cc(F)c(F)cc32)c1. RXN SMILES: [CH2:28]([CH3:29])[O:30][C:31]([C:32]([CH3:33])([CH3:34])[O:35][c:36]1[cH:37][c:38]([OH:42])[cH:39][cH:40][cH:41]1)=[O:43].[Cl:1][c:2]1[cH:3][cH:4][c:5](-[c:8]2[n:9][c:10]3[c:11]([n:12]2[CH:13]([CH2:14][OH:15])[CH:16]2[CH2:17][CH2:18][CH2:19][CH2:20][CH2:21]2)[cH:22][c:23]([F:27])[c:24]([F:26])[cH:25]3)[cH:6][cH:7]1>>[Cl:1][c:2]1[cH:3][cH:4][c:5](-[c:8]2[n:9][c:10]3[c:11]([n:12]2[CH:13]([CH2:14][O:15][c:38]2[cH:37][c:36]([O:35][C:32]([C:31]([O:30][CH2:28][CH3:29])=[O:43])([CH3:33])[CH3:34])[cH:41][cH:40][cH:39]2)[CH:16]2[CH2:17][CH2:18][CH2:19][CH2:20][CH2:21]2)[cH:22][c:23]([F:27])[c:24]([F:26])[cH:25]3)[cH:6][cH:7]1. The reactants are CCOC(=O)C(C)(C)Oc1cccc(O)c1, OCC(C1CCCCC1)n1c(-c2ccc(Cl)cc2)nc2cc(F)c(F)cc21. The reactants are CC=1C=CC2=C(NC(N2)=O)C1 (6-methyl-1,3-dihydro-benzoimidazol-2-one), BrN1C(CCC1=O)=O (N-bromosuccinimide). The reagents and catalysts are ClC=1C=C(C(=O)OO)C=CC1 (3-chloroperoxybenzoic acid). The solvent is C(Cl)(Cl)(Cl)Cl (carbon tetrachloride). Yields the product BrC1=CC=2C(=NC(N2)=O)C=C1C (5-Bromo-6-methybenzimidazol-2-one). Yield: 52.6%. Reaction SMILES: [CH3:1][C:2]1[CH:3]=[CH:4][C:5]2[NH:9][C:8](=[O:10])[NH:7][C:6]=2[CH:11]=1.[Br:12]N1C(=O)CCC1=O>C(Cl)(Cl)(Cl)Cl.ClC1C=C(C=CC=1)C(OO)=O>[Br:12][C:3]1[C:2]([CH3:1])=[CH:11][C:6]2=[N:7][C:8](=[O:10])[N:9]=[C:5]2[CH:4]=1. Reported procedure: A mixture of 6-methyl-1,3-dihydro-benzoimidazol-2-one (1.00 g, 6.76 mmol) as prepared in Example 1, N-bromosuccinimide (1.30 g, 7.30 mmol) and 3-chloroperoxybenzoic acid (0.05 g, 0.29 mmol) in carbon tetrachloride (15 ml) was heated under reflux for 4 h. When cooled to room temperature, the mixture was filtered and the solid was recrystallised from methanol to give (17) as a beige solid (0.80 g). Furthermore, the solid insoluble in methanol was collected to give more (17) (0.50 g) and the solids... Starting materials: C1COCCN1, CC(C)(C)[O-], COCCOC, Clc1ccccc1, [K+]. Product: c1ccc(N2CCOCC2)cc1. RXN SMILES: [CH2:14]1[CH2:15][O:16][CH2:17][CH2:18][NH:19]1.[CH3:1][C:2]([CH3:3])([O-:4])[CH3:5].[CH3:20][O:21][CH2:22][CH2:23][O:24][CH3:25].[Cl:7][c:8]1[cH:9][cH:10][cH:11][cH:12][cH:13]1.[K+:6]>>[c:8]1([N:19]2[CH2:14][CH2:15][O:16][CH2:17][CH2:18]2)[cH:9][cH:10][cH:11][cH:12][cH:13]1. Reactants: C(#N)C1=CC(=C(C=C1)N1C(=CC=C1C1=CC=C(C=C1)SC)CCC(=O)OCC)C (ethyl 3-(1-(4-cyano-2-methylphenyl)-5-(4-(methylthio)phenyl)-1H-pyrrol-2-yl)propanoate), OOS(=O)[O-].[K+] (oxone), CO (methanol). Run in O (water), O (water). Reaction conditions: time 1 hour. Product: C(#N)C1=CC(=C(C=C1)N1C(=CC=C1C1=CC=C(C=C1)S(=O)(=O)C)CCC(=O)OCC)C (ethyl 3-(1-(4-cyano-2-methylphenyl)-5-(4-(methylsulfonyl)phenyl)-1H-pyrrol-2-yl)propanoate). Isolated yield 37.0%. Reaction SMILES: [C:1]([C:3]1[CH:8]=[CH:7][C:6]([N:9]2[C:13]([C:14]3[CH:19]=[CH:18][C:17](SC)=[CH:16][CH:15]=3)=[CH:12][CH:11]=[C:10]2[CH2:22][CH2:23][C:24]([O:26][CH2:27][CH3:28])=[O:25])=[C:5]([CH3:29])[CH:4]=1)#[N:2].O[O:31][S:32]([O-:34])=O.[K+].[CH3:36]O>O>[C:1]([C:3]1[CH:8]=[CH:7][C:6]([N:9]2[C:13]([C:14]3[CH:19]=[CH:18][C:17]([S:32]([CH3:36])(=[O:34])=[O:31])=[CH:16][CH:15]=3)=[CH:12][CH:11]=[C:10]2[CH2:22][CH2:23][C:24]([O:26][CH2:27][CH3:28])=[O:25])=[C:5]([CH3:29])[CH:4]=1)#[N:2] |f:1.2|. Procedure details: To a vigorously stirred solution of ethyl 3-(1-(4-cyano-2-methylphenyl)-5-(4-(methylthio)phenyl)-1H-pyrrol-2-yl)propanoate 28A (50 mg, 0.12 mmol) in methanol (1 mL) was added dropwise a solution of oxone (300 mg, 0.74 mmol) in water (5 mL) at 20° C. The mixture was stirred for 1 h, diluted with water (10 mL) and extracted with ethyl acetate (30 mL×3). The combined organic layers were washed with water and brine, dried over Na2SO4, filtered, concentrated and purified by silica gel flash chromatog... The reactants are CN(C=1OC(C(N1)=O)(C(=O)OCC1=CC=CC=C1)C(C)C1=CNC2=CC(=CC=C12)F)C (Benzyl 2-dimethylamino-5-[1-(6-fluoroindol-3-yl)ethyl]-4-oxo-2-oxazolin-5-carboxylate), solution, C(C)O (ethanol). The reagents and catalysts are [C].[Pd] (palladium-carbon). The solvent is O1CCCC1 (tetrahydrofuran). Conditions: temperature 80 celsius, time 1.5 hour. The product is CN(C=1OC(C(N1)=O)C(C)C1=CNC2=CC(=CC=C12)F)C (2-dimethylamino-5-[1-(6-fluoroindol-3-yl)ethyl]-2-oxazolin-4-one). Isolated yield 99.5%. Reaction SMILES: [CH3:1][N:2]([CH3:31])[C:3]1[O:4][C:5]([CH:19]([C:21]2[C:29]3[C:24](=[CH:25][C:26]([F:30])=[CH:27][CH:28]=3)[NH:23][CH:22]=2)[CH3:20])(C(OCC2C=CC=CC=2)=O)[C:6](=[O:8])[N:7]=1.C(O)C>[C].[Pd].O1CCCC1>[CH3:31][N:2]([CH3:1])[C:3]1[O:4][CH:5]([CH:19]([C:21]2[C:29]3[C:24](=[CH:25][C:26]([F:30])=[CH:27][CH:28]=3)[NH:23][CH:22]=2)[CH3:20])[C:6](=[O:8])[N:7]=1 |f:2.3|. Reported procedure: Benzyl 2-dimethylamino-5-[1-(6-fluoroindol-3-yl)ethyl]-4-oxo-2-oxazolin-5-carboxylate (500 mg) was dissolved into 15 ml of a solution of ethanol and tetrahydrofuran in a ration of 5:1. 10% palladium-carbon (170 mg) was added. The whole was subjected to hydrogenation under normal temperature and normal pressure for 1.5 hours. The whole was stirred at 80° C. under nitrogen atmosphere for 1 hour and then filtered to remove the catalyst. The filtrate was concentrated to give 2-dimethylamino-5-[1-(6-... Starting materials: FC1=C(C=C(C=C1)C(=C(C=O)C1=NN=NN1C)C1=CC(=C(C=C1)F)C)C (3,3-bis(4-fluoro-3-methylphenyl)-2-(1-methyl-1H-tetrazol-5-yl)-2-propenal), C1(=CC=CC=C1)P(C1=CC=CC=C1)(C1=CC=CC=C1)=CC=O (triphenylphosphoranylidene acetaldehyde), C1=CC=CC=C1 (benzene). The product is FC1=C(C=C(C=C1)C(=C(C=CC=O)C1=NN=NN1C)C1=CC(=C(C=C1)F)C)C (5,5-Bis(4-fluoro-3-methylphenyl)-4-(1-methyl-1H-tetrazol-5-yl)-2,4-pentadienal). The yield is 93.3%. RXN SMILES: [F:1][C:2]1[CH:7]=[CH:6][C:5]([C:8]([C:18]2[CH:23]=[CH:22][C:21]([F:24])=[C:20]([CH3:25])[CH:19]=2)=[C:9]([C:12]2[N:16]([CH3:17])[N:15]=[N:14][N:13]=2)C=O)=[CH:4][C:3]=1[CH3:26].C1(P(=[CH:46][CH:47]=[O:48])(C2C=CC=CC=2)C2C=CC=CC=2)C=CC=CC=1.[CH:49]1C=CC=CC=1>>[F:1][C:2]1[CH:7]=[CH:6][C:5]([C:8]([C:18]2[CH:23]=[CH:22][C:21]([F:24])=[C:20]([CH3:25])[CH:19]=2)=[C:9]([C:12]2[N:16]([CH3:17])[N:15]=[N:14][N:13]=2)[CH:49]=[CH:46][CH:47]=[O:48])=[CH:4][C:3]=1[CH3:26]. Reported procedure: To a mixture of 3,3-bis(4-fluoro-3-methylphenyl)-2-(1-methyl-1H-tetrazol-5-yl)-2-propenal (2.12 g, 5.98 mmoles) and triphenylphosphoranylidene acetaldehyde (1.89 g, 6.22 mmoles) under an argon atmosphere was added dry benzene (26 mL). The suspension was quickly warmed to reflux under argon in an oil bath. The solids dissolved very rapidly at the reflux temperature and the color became dark brownish. The reaction was allowed to proceed at reflux temperature for a total of 60 minutes. Analytical T...